describe an organic reaction: reactants, conditions, products, and yield From a dataset of the Open Reaction Database (ORD), a public repository of structured organic reaction records. Starting materials: IC1=CC=C(C=C1)N1C(C(C(CC1)C(C(F)(F)F)=O)=O)=O (1-(4-iodophenyl)-4-(trifluoroacetyl)-2,3-piperidinedione), Cl.COC1=CC=C(C=C1)NN (4-methoxyphenylhydrazine hydrochloride). The solvent is Cl (HCl), CO (methanol). The product is COC1=CC=C(C=C1)N1N=C(C2=C1C(N(CC2)C2=CC=C(C=C2)I)=O)C(F)(F)F (1-[4-methoxyphenyl]-3-trifluoromethyl-6-[4-iodophenyl]-1,4,5,6-tetrahydropyrazolo-[3,4-c]-pyridin-7-one). Isolated yield 74.0%. As a reaction SMILES: [I:1][C:2]1[CH:7]=[CH:6][C:5]([N:8]2[CH2:13][CH2:12][CH:11]([C:14](=O)[C:15]([F:18])([F:17])[F:16])[C:10](=O)[C:9]2=[O:21])=[CH:4][CH:3]=1.Cl.[CH3:23][O:24][C:25]1[CH:30]=[CH:29][C:28]([NH:31][NH2:32])=[CH:27][CH:26]=1>Cl.CO>[CH3:23][O:24][C:25]1[CH:30]=[CH:29][C:28]([N:31]2[C:10]3[C:9](=[O:21])[N:8]([C:5]4[CH:6]=[CH:7][C:2]([I:1])=[CH:3][CH:4]=4)[CH2:13][CH2:12][C:11]=3[C:14]([C:15]([F:18])([F:17])[F:16])=[N:32]2)=[CH:27][CH:26]=1 |f:1.2|. Reported procedure: 1-(4-iodophenyl)-4-(trifluoroacetyl)-2,3-piperidinedione from Part C (10.0 g, 24.3 mmol) and 4-methoxyphenylhydrazine hydrochloride (4.28 g, 24.3 mmol) were dissolved in HCl (1N, 200 mL) and methanol (400 mL). The mixture was refluxed overnight. The reaction mixture was cooled to room temperature and quenched with water. It was extracted with ethyl acetate, washed with brine, and dried (Na2SO4). Purification by silica gel chromatography using 0%-100% ethyl acetate/hexane gradient as eluent affor... Starting materials: BrC=1C=NC=C(C1)C1NCCC1 (3-bromo-5-(2-pyrrolidinyl)pyridine), N1=CC=CC=C1 (pyridine), CS(=O)(=O)Cl (methanesulfonyl chloride). The solvent is C(Cl)Cl (DCM), C(Cl)Cl (DCM). Conditions: time 2 hour. Product: BrC=1C=NC=C(C1)C1N(CCC1)S(=O)(=O)C (3-bromo-5-(1-methanesulfonyl-pyrrolidin-2-yl)-pyridine). The yield is 79.0%. Reaction SMILES: [Br:1][C:2]1[CH:3]=[N:4][CH:5]=[C:6]([CH:8]2[CH2:12][CH2:11][CH2:10][NH:9]2)[CH:7]=1.N1C=CC=CC=1.[CH3:19][S:20](Cl)(=[O:22])=[O:21]>C(Cl)Cl>[Br:1][C:2]1[CH:3]=[N:4][CH:5]=[C:6]([CH:8]2[CH2:12][CH2:11][CH2:10][N:9]2[S:20]([CH3:19])(=[O:22])=[O:21])[CH:7]=1. Procedure: To a stirred solution of 3-bromo-5-(2-pyrrolidinyl)pyridine (0.2 g, 0.881 mmol) and pyridine (0.157 mL, 1.937 mmol) in DCM (1 mL) is added methanesulfonyl chloride in DCM (1 mL) dropwise. The mixture is stirred at room temperature for 2 h. The mixture is concentrated. The resulting crude product is purified by normal phase chromatography using 0-3% MeOH in DCM as the gradient to afford 3-bromo-5-(1-methanesulfonyl-pyrrolidin-2-yl)-pyridine (211.2 mg, 79% yield). Starting materials: [C+4], CO, CC(=O)OCc1ccc(C(O)(C(=O)OC2CCN(C(=O)OC(C)(C)C)CC2)C2CCC(F)(F)C2)cc1, [H][H], [OH-], [OH-], [OH-], [OH-], [OH-], [OH-], [Pd+2]. Yields the product Cc1ccc(C(O)(C(=O)OC2CCN(C(=O)OC(C)(C)C)CC2)C2CCC(F)(F)C2)cc1. As a reaction SMILES: [C+4:39].[CH3:37][OH:38].[F:1][C:2]1([F:36])[CH2:3][CH:4]([C:7]([C:8](=[O:9])[O:10][CH:11]2[CH2:12][CH2:13][N:14]([C:17](=[O:18])[O:19][C:20]([CH3:21])([CH3:22])[CH3:23])[CH2:15][CH2:16]2)([c:24]2[cH:25][cH:26][c:27]([CH2:30][O:31][C:32](=[O:33])[CH3:34])[cH:28][cH:29]2)[OH:35])[CH2:5][CH2:6]1.[H:47][H:48].[OH-:40].[OH-:42].[OH-:43].[OH-:44].[OH-:45].[OH-:46].[Pd+2:41]>>[F:1][C:2]1([F:36])[CH2:3][CH:4]([C:7]([C:8](=[O:9])[O:10][CH:11]2[CH2:12][CH2:13][N:14]([C:17](=[O:18])[O:19][C:20]([CH3:21])([CH3:22])[CH3:23])[CH2:15][CH2:16]2)([c:24]2[cH:25][cH:26][c:27]([CH3:30])[cH:28][cH:29]2)[OH:35])[CH2:5][CH2:6]1. Reactants: FC1=CC=C2C(=NN(C2=C1)C)C1=CN=C2C(=N1)C(=CN2)C(=O)NCC2(CN(C2)C(=O)OC(C)(C)C)O (tert-butyl 3-((2-(6-fluoro-1-methyl-1H-indazol-3-yl)-5H-pyrrolo[3,2-b]pyrazine-7-carboxamido)methyl)-3-hydroxyazetidine-1-carboxylate), FC(C(=O)O)(F)F (trifluoroacetic acid). Run in ClCCl (dichloromethane). Conditions: time 8 hour. The product is FC(C(=O)O)(F)F.FC1=CC=C2C(=NN(C2=C1)C)C1=CN=C2C(=N1)C(=CN2)C(=O)NCC2(CNC2)O (2-(6-fluoro-1-methyl-1H-indazol-3-yl)-N-((3-hydroxyazetidin-3-yl)methyl)-5H-pyrrolo[3,2-b]pyrazine-7-carboxamide trifluoroacetate). The yield is 9.0%. As a reaction SMILES: [F:1][C:2]1[CH:10]=[C:9]2[C:5]([C:6]([C:12]3[N:17]=[C:16]4[C:18]([C:21]([NH:23][CH2:24][C:25]5([OH:36])[CH2:28][N:27](C(OC(C)(C)C)=O)[CH2:26]5)=[O:22])=[CH:19][NH:20][C:15]4=[N:14][CH:13]=3)=[N:7][N:8]2[CH3:11])=[CH:4][CH:3]=1.[F:37][C:38]([F:43])([F:42])[C:39]([OH:41])=[O:40]>ClCCl>[F:37][C:38]([F:43])([F:42])[C:39]([OH:41])=[O:40].[F:1][C:2]1[CH:10]=[C:9]2[C:5]([C:6]([C:12]3[N:17]=[C:16]4[C:18]([C:21]([NH:23][CH2:24][C:25]5([OH:36])[CH2:28][NH:27][CH2:26]5)=[O:22])=[CH:19][NH:20][C:15]4=[N:14][CH:13]=3)=[N:7][N:8]2[CH3:11])=[CH:4][CH:3]=1 |f:3.4|. Procedure details: To a solution of tert-butyl 3-((2-(6-fluoro-1-methyl-1H-indazol-3-yl)-5H-pyrrolo[3,2-b]pyrazine-7-carboxamido)methyl)-3-hydroxyazetidine-1-carboxylate (86 mg, 0.16 mmol) in 3 mL of dichloromethane was added 3 mL of trifluoroacetic acid. The reaction mixture was stirred overnight at room temperature. After solvent evaporation, the residue was purified by preparative-HPLC (Gemini 5u C18 150×21.2 mm; inject volume: 3 mL/inj, flow rate: 20 mL/min; wavelength: 214 nm and 254 nm; the gradient conditio... Starting materials: C(C)(C)C1(SC=CN1)CCC(=O)OC (methyl 3-(2-isopropyl-4-thiazolinyl)propanoate), [Mg] (magnesium), C(C)(C)C=1SC=C(N1)/C=C/C(=O)OCC ((E)-ethyl 3-(2-isopropyl-4-thiazolyl)propenoate), CO (methanol), [Mg] (magnesium). The solvent is C1CCOC1 (THF). Yields the product C(C)(C)C=1SC=C(N1)CCC(=O)OC (Methyl 3-(2-Isopropyl-4-thiazolyl)propanoate). Reaction SMILES: [CH:1]([C:4]1[S:5][CH:6]=[C:7](/[CH:9]=[CH:10]/[C:11]([O:13][CH2:14]C)=[O:12])[N:8]=1)([CH3:3])[CH3:2].CO.[Mg].C(C1(CCC(OC)=O)NC=CS1)(C)C>C1COCC1>[CH:1]([C:4]1[S:5][CH:6]=[C:7]([CH2:9][CH2:10][C:11]([O:13][CH3:14])=[O:12])[N:8]=1)([CH3:3])[CH3:2]. Reported procedure: A solution of 225 mg (1 mmol) of (E)-ethyl 3-(2-isopropyl-4-thiazolyl)propenoate in 10 ml of freshly distilled (from calcium hydride) methanol and 1 ml of dry THF was treated with 49 mg (2 mmol) of magnesium turnings. The mixture was stirred for 20 min, during which the magnesium was consumed. The resulting solution was poured over cold aqueous HCl, basified to pH 8 with NaHCO3, extracted with ethyl acetate, dried over Na2SO4, and concentrated. Silica gel chromatography using 10% ethyl acetate i... Starting materials: O1C(=CC=C1)N1C=CC=C1 (1-furan-2-yl-1H-pyrrole), [Cl-].COC1=C(C=[N+]2CCCCC2)C=CC=C1 (1-(2-methoxy-benzylidene)-piperidinium chloride). Yields the product O1C(=CC=C1)N1C(=CC=C1)C(N1CCCCC1)C1=C(C=CC=C1)OC (1-[(1-Furan-2-yl-1H-pyrrol-2-yl)-(2-methoxyphenyl)-methyl]-piperidine). As a reaction SMILES: [O:1]1[CH:5]=[CH:4][CH:3]=[C:2]1[N:6]1[CH:10]=[CH:9][CH:8]=[CH:7]1.[Cl-].[CH3:12][O:13][C:14]1[CH:26]=[CH:25][CH:24]=[CH:23][C:15]=1[CH:16]=[N+:17]1[CH2:22][CH2:21][CH2:20][CH2:19][CH2:18]1>>[O:1]1[CH:5]=[CH:4][CH:3]=[C:2]1[N:6]1[CH:10]=[CH:9][CH:8]=[C:7]1[CH:16]([C:15]1[CH:23]=[CH:24][CH:25]=[CH:26][C:14]=1[O:13][CH3:12])[N:17]1[CH2:22][CH2:21][CH2:20][CH2:19][CH2:18]1 |f:1.2|. Reported procedure: The preparation was carried out in accordance with general synthesis instructions 4 from 1-furan-2-yl-1H-pyrrole and 1-(2-methoxy-benzylidene)-piperidinium chloride. Reactants: [Br-], BrCC[P+](c1ccccc1)(c1ccccc1)c1ccccc1, C1CCOC1, CC(C)(C)[O-], [Cl-], O=Cc1ccc(Cl)cc1, [K+], [NH4+], O. The product is C#Cc1ccc(Cl)cc1. RXN SMILES: [Br-:1].[Br:2][CH2:3][CH2:4][P+:5]([c:6]1[cH:7][cH:8][cH:9][cH:10][cH:11]1)([c:12]1[cH:13][cH:14][cH:15][cH:16][cH:17]1)[c:18]1[cH:19][cH:20][cH:21][cH:22][cH:23]1.[CH2:41]1[O:42][CH2:43][CH2:44][CH2:45]1.[CH3:24][C:25]([CH3:26])([O-:27])[CH3:28].[Cl-:39].[Cl:30][c:31]1[cH:32][cH:33][c:34]([CH:35]=[O:36])[cH:37][cH:38]1.[K+:29].[NH4+:40].[OH2:46]>>[CH:3]#[C:35][c:34]1[cH:33][cH:32][c:31]([Cl:30])[cH:38][cH:37]1.